From a dataset of the Open Reaction Database (ORD), a public repository of structured organic reaction records. describe an organic reaction: reactants, conditions, products, and yield Reactants: CS(C)=O, O=[N+]([O-])c1cnccc1Cl, [F-], [K+], [K+], O=P([O-])(O)O. Product: O=[N+]([O-])c1cnccc1F. RXN SMILES: [CH3:19][S:20]([CH3:21])=[O:22].[Cl:3][c:4]1[c:5]([N+:10](=[O:11])[O-:12])[cH:6][n:7][cH:8][cH:9]1.[F-:1].[K+:13].[K+:2].[OH:14][P:15](=[O:16])([O-:17])[OH:18]>>[F:1][c:4]1[c:5]([N+:10](=[O:11])[O-:12])[cH:6][n:7][cH:8][cH:9]1.